From a dataset of the Open Reaction Database (ORD), a public repository of structured organic reaction records. describe an organic reaction: reactants, conditions, products, and yield The reactants are BrCc1ccc(Br)nc1, C1CCOC1, CCCCc1cn(CCCC)c(=O)[nH]1, CC(C)(C)[O-], [I-], [K+], [Na+], CN(C)C=O. The product is CCCCc1cn(CCCC)c(=O)n1Cc1ccc(Br)nc1. As a reaction SMILES: [Br:21][c:22]1[n:23][cH:24][c:25]([CH2:28][Br:29])[cH:26][cH:27]1.[CH2:32]1[O:33][CH2:34][CH2:35][CH2:36]1.[CH2:7]([CH2:8][CH2:9][CH3:10])[n:11]1[c:12](=[O:20])[nH:13][c:14]([CH2:16][CH2:17][CH2:18][CH3:19])[cH:15]1.[CH3:1][C:2]([CH3:3])([O-:4])[CH3:5].[I-:31].[K+:6].[Na+:30].[O:37]=[CH:38][N:39]([CH3:40])[CH3:41]>>[CH2:7]([CH2:8][CH2:9][CH3:10])[n:11]1[c:12](=[O:20])[n:13]([CH2:28][c:25]2[cH:24][n:23][c:22]([Br:21])[cH:27][cH:26]2)[c:14]([CH2:16][CH2:17][CH2:18][CH3:19])[cH:15]1. The reactants are [Br-], CC[Mg+], CCOCC, CC1C(c2cc(C(F)(F)F)cc(C(F)(F)F)c2)OC(=O)N1Cc1cc(C(F)(F)F)ccc1C=O. Product: CCC(O)c1ccc(C(F)(F)F)cc1CN1C(=O)OC(c2cc(C(F)(F)F)cc(C(F)(F)F)c2)C1C. As a reaction SMILES: [Br-:35].[CH2:36]([CH3:37])[Mg+:38].[CH3:39][CH2:40][O:41][CH2:42][CH3:43].[F:1][C:2]([c:3]1[cH:4][c:5]([CH:13]2[CH:14]([CH3:32])[N:15]([CH2:19][c:20]3[c:21]([CH:22]=[O:23])[cH:24][cH:25][c:26]([C:28]([F:29])([F:30])[F:31])[cH:27]3)[C:16](=[O:18])[O:17]2)[cH:6][c:7]([C:9]([F:10])([F:11])[F:12])[cH:8]1)([F:33])[F:34]>>[F:1][C:2]([c:3]1[cH:4][c:5]([CH:13]2[CH:14]([CH3:32])[N:15]([CH2:19][c:20]3[c:21]([CH:22]([OH:23])[CH2:36][CH3:37])[cH:24][cH:25][c:26]([C:28]([F:29])([F:30])[F:31])[cH:27]3)[C:16](=[O:18])[O:17]2)[cH:6][c:7]([C:9]([F:10])([F:11])[F:12])[cH:8]1)([F:33])[F:34]. Reactants: P(=O)(Cl)(Cl)Cl (Phosphorus oxychloride), FC=1C=C(C=CC1F)C(CNC(CCC=1N(C=C(N1)CC(CC)(C)C)S(=O)(=O)N(C)C)=O)=O (N-[2-(3,4-difluorophenyl)-2-oxoethyl]-3-[1-[(dimethylamino)sulfonyl]-4-(2,2-dimethylbutyl)-1H-imidazol-2-yl]propanamide), C([O-])(O)=O.[Na+] (sodium bicarbonate). The solvent is C(Cl)Cl (methylene chloride), C(C)#N (acetonitrile). Conditions: temperature 80 celsius, time 8 hour. Yields the product FC=1C=C(C=CC1F)C1=CN=C(O1)CCC=1NC(=CN1)CC(CC)(C)C (5-(3,4-Difluorophenyl)-2-{2-[5-(2,2-dimethylbutyl)-1H-imidazol-2-yl]ethyl}-1,3-oxazole). RXN SMILES: P(Cl)(Cl)(Cl)=O.[F:6][C:7]1[CH:8]=[C:9]([C:14](=[O:38])[CH2:15][NH:16][C:17](=O)[CH2:18][CH2:19][C:20]2[N:21](S(N(C)C)(=O)=O)[CH:22]=[C:23]([CH2:25][C:26]([CH3:30])([CH3:29])[CH2:27][CH3:28])[N:24]=2)[CH:10]=[CH:11][C:12]=1[F:13].C(=O)(O)[O-].[Na+]>C(#N)C.C(Cl)Cl>[F:6][C:7]1[CH:8]=[C:9]([C:14]2[O:38][C:17]([CH2:18][CH2:19][C:20]3[NH:24][C:23]([CH2:25][C:26]([CH3:30])([CH3:29])[CH2:27][CH3:28])=[CH:22][N:21]=3)=[N:16][CH:15]=2)[CH:10]=[CH:11][C:12]=1[F:13] |f:2.3|. Procedure details: Phosphorus oxychloride (190 mg, 1.2 mmol) was added to a solution of N-[2-(3,4-difluorophenyl)-2-oxoethyl]-3-[1-[(dimethylamino)sulfonyl]-4-(2,2-dimethylbutyl)-1H-imidazol-2-yl]propanamide (for synthesis see example 234) (30 mg, 0.06 mmol) in dry acetonitrile (4 mL) at rt. After stirring at 80° C. overnight, saturated sodium bicarbonate (ca. 3 mL) was added. The aqueous phase was washed with 1:5 ethyl acetate/diethyl ether, basified with 5N aqueous sodium hydroxide and extracted with ethyl aceta... Reactants: CC1=C(OCC(=O)OC(C)(C)C)C(=CC(=C1)C=1OC=2N=C(N=C(C2N1)CCC)OCCC(F)(F)F)C (tert-butyl {2,6-dimethyl-4-[7-propyl-5-(3,3,3-trifluoropropoxy)oxazolo[5,4-d]pyrimidin-2-yl]phenoxy}acetate), FC(C(=O)O)(F)F (trifluoroacetic acid). Yields the product CC1=C(OCC(=O)O)C(=CC(=C1)C=1OC=2N=C(N=C(C2N1)CCC)OCCC(F)(F)F)C ({2,6-Dimethyl-4-[7-propyl-5-(3,3,3-trifluoropropoxy)oxazolo[5,4-d]pyrimidin-2-yl]phenoxy}acetic acid). The yield is 103.0%. RXN SMILES: [CH3:1][C:2]1[CH:16]=[C:15]([C:17]2[O:18][C:19]3[N:20]=[C:21]([O:29][CH2:30][CH2:31][C:32]([F:35])([F:34])[F:33])[N:22]=[C:23]([CH2:26][CH2:27][CH3:28])[C:24]=3[N:25]=2)[CH:14]=[C:13]([CH3:36])[C:3]=1[O:4][CH2:5][C:6]([O:8]C(C)(C)C)=[O:7].FC(F)(F)C(O)=O>>[CH3:36][C:13]1[CH:14]=[C:15]([C:17]2[O:18][C:19]3[N:20]=[C:21]([O:29][CH2:30][CH2:31][C:32]([F:35])([F:34])[F:33])[N:22]=[C:23]([CH2:26][CH2:27][CH3:28])[C:24]=3[N:25]=2)[CH:16]=[C:2]([CH3:1])[C:3]=1[O:4][CH2:5][C:6]([OH:8])=[O:7]. Procedure: Analogously to example 1 (j), the reaction of 12 mg of tert-butyl {2,6-dimethyl-4-[7-propyl-5-(3,3,3-trifluoropropoxy)oxazolo[5,4-d]pyrimidin-2-yl]phenoxy}acetate with trifluoroacetic acid gave 11 mg (83%) of the title compound. Starting materials: Cl (hydrochloric acid), BrC(C(=O)OCC)C1=CC=C(C=C1)[N+](=O)[O-] (ethyl 2-bromo-2-(4-nitrophenyl)acetate), BrBr (bromine), C[O-].[Na+] (sodium methoxide). Solvent: CO (methanol), CO (methanol), CO (methanol). The product is BrC(C(=O)OC)(C1=CC=C(C=C1)[N+](=O)[O-])Br (methyl 2,2-dibromo-2-(4-nitrophenyl)acetate). Yield: 50.0%. RXN SMILES: [Br:1][CH:2]([C:8]1[CH:13]=[CH:12][C:11]([N+:14]([O-:16])=[O:15])=[CH:10][CH:9]=1)[C:3]([O:5][CH2:6]C)=[O:4].[Br:17]Br.C[O-].[Na+].Cl>CO>[Br:1][C:2]([Br:17])([C:8]1[CH:13]=[CH:12][C:11]([N+:14]([O-:16])=[O:15])=[CH:10][CH:9]=1)[C:3]([O:5][CH3:6])=[O:4] |f:2.3|. Procedure details: Nitrobenzene was treated with ethyl dibromoacetate in dimethylformamide containing potassium tertiarybutoxide at -20° C. to give ethyl 2-bromo-2-(4-nitrophenyl)acetate (1.37 parts) which was dissolved in methanol (50 parts). To this methanol solution was added dropwise separately a solution of bromine (1.72 parts) in methanol (40 parts) and a solution of sodium methoxide (0.56 parts) in methanol (40 parts). The reaction mixture was poured into dilute aqueous hydrochloric acid solution and extrac... Starting materials: ClC=1C=C(SC1)C1=NC=NN1C (5-(4-Chloro-thiophen-2-yl)-1-methyl-1H-[1,2,4]triazole), C(C)#N (ACN), CC(=O)O (HOAc), 3-L, C1CC(=O)N(C1=O)Br (NBS). Solvent: O (H2O). The product is BrC1=C(C=C(S1)C1=NC=NN1C)Cl (5-(5-Bromo-4-chloro-thiophen-2-yl)-1-methyl-1H-[1,2,4]triazole). Yield: 83.8%. Reaction SMILES: [Cl:1][C:2]1[CH:3]=[C:4]([C:7]2[N:11]([CH3:12])[N:10]=[CH:9][N:8]=2)[S:5][CH:6]=1.C(#N)C.CC(O)=O.C1C(=O)N([Br:27])C(=O)C1>O>[Br:27][C:6]1[S:5][C:4]([C:7]2[N:11]([CH3:12])[N:10]=[CH:9][N:8]=2)=[CH:3][C:2]=1[Cl:1]. Procedure details: A 3-L reaction flask equipped with a cooling bath, air stirrer, and thermometer probe is charged with 5-(4-Chloro-thiophen-2-yl)-1-methyl-1H-[1,2,4]triazole (105.3 g, 0.527 moles), ACN (1053 mL) and HOAc (105 mL) to form a solution. NBS (103.2 g, 0.580 moles) is added portion-wise over 30-60 minutes while maintaining the temperature at ≦31° C. After stirring for 1 hour2, GC analysis indicated reaction completion. The reaction mixture is poured into de-ionized H2O (2.1 L, 20 vol), stirred for 30 ... Reactants: solution, C(CCC)[Li] (n-butyl-lithium), CN(C1=CC=CC=C1)C=O (N-methyl-N-formyl-aniline), ice, C1(=CCCCC1)C1=CC=C(C=C1)Br (p-(1-cyclohexenyl)-phenylbromide). Solvent: CCOCC (ether), CCOCC (ether), CCOCC (ether). Reaction conditions: temperature 30 celsius, time 30 minute. The product is C1(=CCCCC1)C1=CC=C(C=O)C=C1 (p-(1-cyclohexenyl)-benzaldehyde). Reaction SMILES: [C:1]1([C:7]2[CH:12]=[CH:11][C:10](Br)=[CH:9][CH:8]=2)[CH2:6][CH2:5][CH2:4][CH2:3][CH:2]=1.C([Li])CCC.CN([CH:27]=[O:28])C1C=CC=CC=1>CCOCC>[C:1]1([C:7]2[CH:12]=[CH:11][C:10]([CH:27]=[O:28])=[CH:9][CH:8]=2)[CH2:6][CH2:5][CH2:4][CH2:3][CH:2]=1. Reported procedure: To a solution of 7 g of p-(1-cyclohexenyl)-phenylbromide in 100 ml of absolute ether there is added at 5° C, while stirring and in an atmosphere of nitrogen, 50 ml of a solution of 4.3 g of n-butyl-lithium in absolute ether. The mixture is allowed to reach room temperature, stirred for 30 minutes at 30° C, then cooled to 20° C and a solution of 4 g of N-methyl-N-formyl-aniline in 50 ml of absolute ether is added dropwise, when the internal temperature rises to 30° C. After the reaction mixture h...